From a dataset of the Open Reaction Database (ORD), a public repository of structured organic reaction records. describe an organic reaction: reactants, conditions, products, and yield Reactants: diazonium, S(=O)([O-])S(=O)[O-].[Na+].[Na+] (sodium hydrosulfite), S(O)(O)(=O)=O (sulfuric acid), diazonium salt, NC(=O)N (urea), NC1=C(C2=C(CCN(CC2)C)C=C1)SC1=CC=CC=C1 (7-amino-3-methyl-6-phenylthio-2,3,4,5-tetrahydro-1H-3-benzazepine), S(O)(O)(=O)=O (sulfuric acid), N(=O)[O-].[Na+] (sodium nitrite), N(=O)O (nitrous acid), N(=O)O (nitrous acid). Run at temperature 0 celsius. Product: S(=O)(=O)(O)O.OC1=C(C2=C(CCN(CC2)C)C=C1)SC1=CC=CC=C1 (7-hydroxy-3-methyl-6-phenylthio-2,3,4,5-tetrahydro-1H-3-benzazepine sulfate). Reaction SMILES: S(S([O-])=O)([O-])=O.[Na+].[Na+].N[C:10]1[CH:21]=[CH:20][C:13]2[CH2:14][CH2:15][N:16]([CH3:19])[CH2:17][CH2:18][C:12]=2[C:11]=1[S:22][C:23]1[CH:28]=[CH:27][CH:26]=[CH:25][CH:24]=1.[S:29](=[O:33])(=[O:32])([OH:31])[OH:30].N([O-])=[O:35].[Na+].N(O)=O.NC(N)=O>>[S:29]([OH:33])([OH:32])(=[O:31])=[O:30].[OH:35][C:10]1[CH:21]=[CH:20][C:13]2[CH2:14][CH2:15][N:16]([CH3:19])[CH2:17][CH2:18][C:12]=2[C:11]=1[S:22][C:23]1[CH:28]=[CH:27][CH:26]=[CH:25][CH:24]=1 |f:0.1.2,5.6,9.10|. Reported procedure: Following the procedures outlined in Example 9, the isomeric 6-chloro-3-methyl-7-nitro-2,3,4,5-tetrahydro-1H-3-benzazepine is treated with sodium thiophenolate to give the 6-phenylthio intermediate and the nitro group is reduced with sodium hydrosulfite. To a solution of 2.6 g. (0.0125 mole) of the resulting 7-amino-3-methyl-6-phenylthio-2,3,4,5-tetrahydro-1H-3-benzazepine in 25 ml. of 3 N sulfuric acid at 0°-3° C., a solution of sodium nitrite (1 g. in 5 ml. of water) is added dropwise until a ... Reactants: [OH-].[Na+] (sodium hydroxide), BrBr (bromine), C1OC=2C=C(C=CC2O1)NC(=S)N (3,4-Methylenedioxyphenylthiourea). The solvent is C(Cl)(Cl)Cl (chloroform), C(Cl)(Cl)Cl (chloroform), O (water). Conditions: time 1 hour. Yields the product NC=1SC2=C(N1)C=C1C(=C2)OCO1 (2-Amino-5,6-methylenedioxybenzthiazole). As a reaction SMILES: [CH2:1]1[O:9][C:8]2[CH:7]=[CH:6][C:5]([NH:10][C:11]([NH2:13])=[S:12])=[CH:4][C:3]=2[O:2]1.BrBr.[OH-].[Na+]>C(Cl)(Cl)Cl.O>[NH2:13][C:11]1[S:12][C:6]2[CH:7]=[C:8]3[O:9][CH2:1][O:2][C:3]3=[CH:4][C:5]=2[N:10]=1 |f:2.3|. Reported procedure: 3,4-Methylenedioxyphenylthiourea (1.96 g; Lancaster Chemical Co) in chloroform (6 cm3) was stirred at ambient temperature and a solution of bromine (0.37 cm3) in chloroform (3 cm3) was added in portions. The mixture was cooled using a water bath and after 1 hr. was stored for 64 hr., diluted with water (100 cm3), basified with aqueous 2M sodium hydroxide and extracted with ethyl acetate (2×150 cm3). The combined organic phases were washed with water and dried (magnesium sulphate). The solution w... Starting materials: CNC1=CC=C(C=C1)C#CCCCO (5-(4-(methylamino)phenyl)pent-4-yn-1-ol), C(C)(=O)OCCCCCCOCCCCC1=CC=C(C=C1)N(C(C(F)(F)F)=O)C (6-(4-(4-(2,2,2-trifluoro-N-methylacetamido)phenyl)butoxy)hexyl acetate), C17H30NO2. Product: CNC1=CC=C(C=C1)CCCCOCCCCCCO (6-(4-(4-(methylamino)phenyl)butoxy)hexan-1-ol). As a reaction SMILES: CNC1C=CC(C#CCCCO)=CC=1.C([O:18][CH2:19][CH2:20][CH2:21][CH2:22][CH2:23][CH2:24][O:25][CH2:26][CH2:27][CH2:28][CH2:29][C:30]1[CH:35]=[CH:34][C:33]([N:36](C)[C:37](=O)C(F)(F)F)=[CH:32][CH:31]=1)(=O)C>>[CH3:37][NH:36][C:33]1[CH:32]=[CH:31][C:30]([CH2:29][CH2:28][CH2:27][CH2:26][O:25][CH2:24][CH2:23][CH2:22][CH2:21][CH2:20][CH2:19][OH:18])=[CH:35][CH:34]=1. Reported procedure: The title compound was synthesized in a manner analogous to that described for Intermediate 49, using Intermediate 55 as a substrate. ES/MS calcd. for C17H30NO2+ 280.2. Found m/z=280.3 (M+H)+. The reactants are COCCO[AlH2-]OCCOC, Cc1ccccc1, CC(C)(C)OC(=O)N1CCCC(C(OCC(N)=O)c2cccc(Cl)c2)C1, [Na+]. Yields the product CC(C)(C)OC(=O)N1CCCC(C(OCCN)c2cccc(Cl)c2)C1. As a reaction SMILES: [CH3:28][O:29][CH2:30][CH2:31][O:32][AlH2-:33][O:34][CH2:35][CH2:36][O:37][CH3:38].[CH3:39][c:40]1[cH:41][cH:42][cH:43][cH:44][cH:45]1.[NH2:1][C:2]([CH2:3][O:4][CH:5]([CH:6]1[CH2:7][N:8]([C:12](=[O:13])[O:14][C:15]([CH3:16])([CH3:17])[CH3:18])[CH2:9][CH2:10][CH2:11]1)[c:19]1[cH:20][c:21]([Cl:25])[cH:22][cH:23][cH:24]1)=[O:26].[Na+:27]>>[NH2:1][CH2:2][CH2:3][O:4][CH:5]([CH:6]1[CH2:7][N:8]([C:12](=[O:13])[O:14][C:15]([CH3:16])([CH3:17])[CH3:18])[CH2:9][CH2:10][CH2:11]1)[c:19]1[cH:20][c:21]([Cl:25])[cH:22][cH:23][cH:24]1.